Task: describe an organic reaction: reactants, conditions, products, and yield. Dataset: the Open Reaction Database (ORD), a public repository of structured organic reaction records Starting materials: COc1ccc(Nc2nc(OC)ncc2-c2nc(C)nc(SC)n2)cn1, N, C1COCCO1. Product: COc1ccc(Nc2nc(OC)ncc2-c2nc(C)nc(N)n2)cn1. As a reaction SMILES: [CH3:1][O:2][c:3]1[n:4][cH:5][c:6](-[c:18]2[n:19][c:20]([S:25][CH3:26])[n:21][c:22]([CH3:24])[n:23]2)[c:7]([NH:9][c:10]2[cH:11][n:12][c:13]([O:16][CH3:17])[cH:14][cH:15]2)[n:8]1.[NH3:27].[O:28]1[CH2:29][CH2:30][O:31][CH2:32][CH2:33]1>>[CH3:1][O:2][c:3]1[n:4][cH:5][c:6](-[c:18]2[n:19][c:20]([NH2:27])[n:21][c:22]([CH3:24])[n:23]2)[c:7]([NH:9][c:10]2[cH:11][n:12][c:13]([O:16][CH3:17])[cH:14][cH:15]2)[n:8]1. Reactants: S1C(=CC=C1)C1=NNC=C1 (3-(2-thienyl)pyrazole), CN(C)C=O (DMF), C(=O)([O-])[O-].[K+].[K+] (K2CO3), ClCC(=O)N1CCN(CC1)C1=CC=C(C=C1)F (2-Chloro-1-[4-(4-fluoro-phenyl)-piperazin-1-yl]-ethanone). Run in CCCCCC.C(C)(=O)OCC (hexane ethyl acetate). Yields the product FC1=CC=C(C=C1)N1CCN(CC1)C(CN1N=C(C=C1)C=1SC=CC1)=O (1-[4-(4-Fluoro-phenyl)-piperazin-1-yl]-2-(3-thiophen-2-yl-pyrazol-1-yl)-ethanone). As a reaction SMILES: [S:1]1[CH:5]=[CH:4][CH:3]=[C:2]1[C:6]1[CH:10]=[CH:9][NH:8][N:7]=1.C([O-])([O-])=O.[K+].[K+].Cl[CH2:18][C:19]([N:21]1[CH2:26][CH2:25][N:24]([C:27]2[CH:32]=[CH:31][C:30]([F:33])=[CH:29][CH:28]=2)[CH2:23][CH2:22]1)=[O:20].CN(C=O)C>CCCCCC.C(OCC)(=O)C>[F:33][C:30]1[CH:29]=[CH:28][C:27]([N:24]2[CH2:23][CH2:22][N:21]([C:19](=[O:20])[CH2:18][N:8]3[CH:9]=[CH:10][C:6]([C:2]4[S:1][CH:5]=[CH:4][CH:3]=4)=[N:7]3)[CH2:26][CH2:25]2)=[CH:32][CH:31]=1 |f:1.2.3,6.7|. Procedure details: Protocol T was followed using 3-(2-thienyl)pyrazole, K2CO3, 2-Chloro-1-[4-(4-fluoro-phenyl)-piperazin-1-yl]-ethanone and DMF. Column chromatography using a solvent mixture (hexane/ethyl acetate=1/1) afforded the title compound as a white solid. 1H NMR (400 MHz, CDCl3); 7.48-7.52 (d, 1H), 7.24-7.28 (dd, 1H), 7.14-7.2 (dd, 1H), 6.98-7.2 (m, 1H), 6.88-6.96 (m, 2H), 6.78-6.84 (m, 2H), 6.46-6.52 (d, 1H), 5.0 (s, 2H), 3.64-3.8 (m, 4H), 2.94-3.1 (m, 4H). 13C NMR (400 MHz, CDCl3): 164.4, 158, 152.2, 144... Reactants: O=C([O-])[O-], O=C=NCc1ccccc1, CN(c1ccncc1)n1ccc2cc(O)ccc21, [K+], [K+], C1CCOC1. Yields the product CN(c1ccncc1)n1ccc2cc(OC(=O)NCc3ccccc3)ccc21. Reaction SMILES: [C:29](=[O:30])([O-:31])[O-:32].[CH2:1]([c:2]1[cH:3][cH:4][cH:5][cH:6][cH:7]1)[N:8]=[C:9]=[O:10].[CH3:11][N:12]([n:13]1[cH:14][cH:15][c:16]2[cH:17][c:18]([OH:22])[cH:19][cH:20][c:21]12)[c:23]1[cH:24][cH:25][n:26][cH:27][cH:28]1.[K+:33].[K+:34].[O:35]1[CH2:36][CH2:37][CH2:38][CH2:39]1>>[CH2:1]([c:2]1[cH:3][cH:4][cH:5][cH:6][cH:7]1)[NH:8][C:9](=[O:10])[O:22][c:18]1[cH:17][c:16]2[cH:15][cH:14][n:13]([N:12]([CH3:11])[c:23]3[cH:24][cH:25][n:26][cH:27][cH:28]3)[c:21]2[cH:20][cH:19]1. Reactants: CC(=O)O, CSc1nc(NNC(=O)C(CC2CCCC2)CN(C=O)OC2CCCCO2)c(F)c(N2CCN(C)CC2)n1, O. The product is CSc1nc(NNC(=O)C(CC2CCCC2)CN(O)C=O)c(F)c(N2CCN(C)CC2)n1. As a reaction SMILES: [C:40]([OH:41])(=[O:42])[CH3:43].[CH:1]1([CH2:6][CH:7]([CH2:8][N:9]([CH:10]=[O:11])[O:12][CH:13]2[CH2:14][CH2:15][CH2:16][CH2:17][O:18]2)[C:19](=[O:20])[NH:21][NH:22][c:23]2[n:24][c:25]([S:37][CH3:38])[n:26][c:27]([N:30]3[CH2:31][CH2:32][N:33]([CH3:36])[CH2:34][CH2:35]3)[c:28]2[F:29])[CH2:2][CH2:3][CH2:4][CH2:5]1.[OH2:39]>>[CH:1]1([CH2:6][CH:7]([CH2:8][N:9]([CH:10]=[O:11])[OH:12])[C:19](=[O:20])[NH:21][NH:22][c:23]2[n:24][c:25]([S:37][CH3:38])[n:26][c:27]([N:30]3[CH2:31][CH2:32][N:33]([CH3:36])[CH2:34][CH2:35]3)[c:28]2[F:29])[CH2:2][CH2:3][CH2:4][CH2:5]1. Reactants: C(C)(C)(C)OC(NC1=C(C=C(C(=C1)C)C(F)(F)F)N)=O ((2-amino-5-methyl-4-trifluoromethyl-phenyl)-carbamic acid tert-butyl ester), C(C)(C)(C)OC(CC(=O)C1=CC(=CC=C1)C=1C=NC=CC1C)=O (3-[3-(4-methyl-pyridin-3-yl)-phenyl]-3-oxo-propionic acid tert-butyl ester). Yields the product C(C)(C)(C)OC(NC1=C(C=C(C(=C1)C)C(F)(F)F)NC(CC(=O)C1=CC(=CC=C1)C=1C=NC=CC1C)=O)=O ((5-Methyl-2-{3-[3-(4-methyl-pyridin-3-yl)-phenyl]-3-oxo-propionylamino}-4-trifluoromethyl-phenyl)-carbamic acid tert-butyl ester), solid. Yield: 76.0%. RXN SMILES: [C:1]([O:5][C:6](=[O:20])[NH:7][C:8]1[CH:13]=[C:12]([CH3:14])[C:11]([C:15]([F:18])([F:17])[F:16])=[CH:10][C:9]=1[NH2:19])([CH3:4])([CH3:3])[CH3:2].C([O:25][C:26](=O)[CH2:27][C:28]([C:30]1[CH:35]=[CH:34][CH:33]=[C:32]([C:36]2[CH:37]=[N:38][CH:39]=[CH:40][C:41]=2[CH3:42])[CH:31]=1)=[O:29])(C)(C)C>>[C:1]([O:5][C:6](=[O:20])[NH:7][C:8]1[CH:13]=[C:12]([CH3:14])[C:11]([C:15]([F:18])([F:17])[F:16])=[CH:10][C:9]=1[NH:19][C:26](=[O:25])[CH2:27][C:28]([C:30]1[CH:35]=[CH:34][CH:33]=[C:32]([C:36]2[CH:37]=[N:38][CH:39]=[CH:40][C:41]=2[CH3:42])[CH:31]=1)=[O:29])([CH3:4])([CH3:2])[CH3:3]. Reported procedure: The title compound was prepared from (2-amino-5-methyl-4-trifluoromethyl-phenyl)-carbamic acid tert-butyl ester (Example J20) (218 mg, 0.75 mmol) and 3-[3-(4-methyl-pyridin-3-yl)-phenyl]-3-oxo-propionic acid tert-butyl ester (Example K30) (234 mg, 0.75 mmol) according to the general procedure M. Obtained as a white solid (301 mg, 76%). The reactants are NC1=C2C=CNC(C2=CC=C1C)=O (5-Amino-6-methylisoquinolin-1(2H)-one), N(=O)[O-].[Na+] (sodium nitrite), ice. Reaction SMILES: N[C:2]1[C:11]([CH3:12])=[CH:10][CH:9]=[C:8]2[C:3]=1[CH:4]=[CH:5][NH:6][C:7]2=[O:13].N([O-])=[O:15].[Na+]>S(=O)(=O)(O)O>[OH:15][C:2]1[C:11]([CH3:12])=[CH:10][CH:9]=[C:8]2[C:3]=1[CH:4]=[CH:5][NH:6][C:7]2=[O:13] |f:1.2|. Yield: 69.1%. Reported procedure: 5-Amino-6-methylisoquinolin-1(2H)-one (2.00 g, 11.48 mmol) was dissolved in sulfuric acid (24.3 mL, 287 mmol) (75%, 35 mL). The solution was cooled to 0° C. then a solution of sodium nitrite (12.1 mmol) in sulfuric acid (5 mL) was added dropwise over 15 min. The resulting solution was stirred at 0° C. for 45 min and then the reaction mixture was heated to 70° C. and stirred for 16 h. The reaction mixture was cooled in an ice bath for 15 min, then 100 g of ice was added. The mixture was filtered.... The solvent is S(O)(O)(=O)=O (sulfuric acid), S(O)(O)(=O)=O (sulfuric acid). Yields the product OC1=C2C=CNC(C2=CC=C1C)=O (5-hydroxy-6-methylisoquinolin-1(2H)-one). Run at temperature 0 celsius, time 45 minute. Reactants: CC(C)O, CNc1nc(Cl)nc2ccccc12, [NH2-], NCC1CCC(CNS(=O)(=O)c2ccc(Br)cc2OC(F)(F)F)CC1. Yields the product Cl, CNc1nc(NCC2CCC(CNS(=O)(=O)c3ccc(Br)cc3OC(F)(F)F)CC2)nc2ccccc12. Reaction SMILES: [CH3:40][CH:41]([OH:42])[CH3:43].[Cl:1][c:2]1[n:3][c:4]2[cH:5][cH:6][cH:7][cH:8][c:9]2[c:10]([NH:12][CH3:13])[n:11]1.[NH2-:39].[NH2:14][CH2:15][CH:16]1[CH2:17][CH2:18][CH:19]([CH2:22][NH:23][S:24](=[O:25])(=[O:26])[c:27]2[c:28]([O:34][C:35]([F:36])([F:37])[F:38])[cH:29][c:30]([Br:33])[cH:31][cH:32]2)[CH2:20][CH2:21]1>>[ClH:1].[c:2]1([NH:14][CH2:15][CH:16]2[CH2:17][CH2:18][CH:19]([CH2:22][NH:23][S:24](=[O:25])(=[O:26])[c:27]3[c:28]([O:34][C:35]([F:36])([F:37])[F:38])[cH:29][c:30]([Br:33])[cH:31][cH:32]3)[CH2:20][CH2:21]2)[n:3][c:4]2[cH:5][cH:6][cH:7][cH:8][c:9]2[c:10]([NH:12][CH3:13])[n:11]1.